From a dataset of the Open Reaction Database (ORD), a public repository of structured organic reaction records. describe an organic reaction: reactants, conditions, products, and yield Starting materials: CO, CSc1cccnc1C=O, ClCCl, O. Product: CS(=O)c1cccnc1C=O. As a reaction SMILES: [CH3:11][OH:12].[CH3:1][S:2][c:3]1[c:4]([CH:9]=[O:10])[n:5][cH:6][cH:7][cH:8]1.[Cl:14][CH2:15][Cl:16].[OH2:13]>>[CH3:1][S:2]([c:3]1[c:4]([CH:9]=[O:10])[n:5][cH:6][cH:7][cH:8]1)=[O:12]. The reactants are crude product, ClCCl (dichloromethane), FC(C(=O)O)(F)F (trifluoroacetic acid), N1(C=CC=C1)S(=O)(=O)C1=NC(=CC=C1)OCC1=CC=CC=C1 (2-(pyrrole-1-sulphonyl)-6-benzyloxypyridine). The solvent is C1(=CC=CC=C1)C (Toluene). The product is N1(C=CC=C1)S(=O)(=O)C=1NC(C=CC1)=O (2-(pyrrole-1-sulphonyl)pyrid-6-one). Reaction SMILES: [N:1]1([S:6]([C:9]2[CH:14]=[CH:13][CH:12]=[C:11]([O:15]CC3C=CC=CC=3)[N:10]=2)(=[O:8])=[O:7])[CH:5]=[CH:4][CH:3]=[CH:2]1.ClCCl.FC(F)(F)C(O)=O>C1(C)C=CC=CC=1>[N:1]1([S:6]([C:9]2[NH:10][C:11](=[O:15])[CH:12]=[CH:13][CH:14]=2)(=[O:8])=[O:7])[CH:2]=[CH:3][CH:4]=[CH:5]1. Reported procedure: The organic washings were combined, dried over anhydrous magnesium sulphate and the solvent evaporated under reduced pressure to give a crude product identified as 2-(pyrrole-1-sulphonyl)-6-benzyloxypyridine. The crude product was treated with dichloromethane (5 cm3) and trifluoroacetic acid (5 cm3) for 24 hours at the ambient temperature. Toluene (10 cm3) was added and the reaction mixture evaporated to dryness under reduced pressure. The crude product was purified by silica chromatography elut...